Dataset: the Open Reaction Database (ORD), a public repository of structured organic reaction records. Task: describe an organic reaction: reactants, conditions, products, and yield The reactants are COc1ccc(OC2OC(C)C(O)C(O)C2OC(=O)CCC(C)=O)cc1, CCCC[Sn](=O)CCCC, BrCc1ccccc1, CCCC[N+](CCCC)(CCCC)CCCC, Cc1ccccc1, [I-], O. The product is COc1ccc(OC2OC(C)C(O)C(OCc3ccccc3)C2OC(=O)CCC(C)=O)cc1. RXN SMILES: [C:1]([CH2:2][CH2:3][C:4](=[O:5])[CH3:6])(=[O:7])[O:8][CH:9]1[CH:10]([O:11][c:12]2[cH:13][cH:14][c:15]([O:18][CH3:19])[cH:16][cH:17]2)[O:20][CH:21]([CH3:26])[CH:22]([OH:25])[CH:23]1[OH:24].[CH2:27]([Sn:28](=[O:29])[CH2:30][CH2:31][CH2:32][CH3:33])[CH2:34][CH2:35][CH3:36].[CH2:37]([c:38]1[cH:39][cH:40][cH:41][cH:42][cH:43]1)[Br:44].[CH2:53]([N+:54]([CH2:55][CH2:56][CH2:57][CH3:58])([CH2:59][CH2:60][CH2:61][CH3:62])[CH2:63][CH2:64][CH2:65][CH3:66])[CH2:67][CH2:68][CH3:69].[CH3:45][c:46]1[cH:47][cH:48][cH:49][cH:50][cH:51]1.[I-:52].[OH2:70]>>[C:1]([CH2:2][CH2:3][C:4](=[O:5])[CH3:6])(=[O:7])[O:8][CH:9]1[CH:10]([O:11][c:12]2[cH:13][cH:14][c:15]([O:18][CH3:19])[cH:16][cH:17]2)[O:20][CH:21]([CH3:26])[CH:22]([OH:25])[CH:23]1[O:24][CH2:37][c:38]1[cH:39][cH:40][cH:41][cH:42][cH:43]1.